describe an organic reaction: reactants, conditions, products, and yield From a dataset of the Open Reaction Database (ORD), a public repository of structured organic reaction records. Starting materials: ClC=1C(C(=C(C(C1Cl)=O)C#N)C#N)=O (4,5-Dichloro-3,6-dioxo-1,4-cyclohexadiene-1,2-dicarbonitrile), COC1=CC=C(COC(CCCCC)C2=CC=C(C=C2)N(C(C)=O)CC#CCCCC(=O)OC)C=C1 (Methyl 7-(N-(4-(1-(4-methoxybenzyloxy)hexyl)phenyl)acetamido)hept-5-ynoate). Run in C(Cl)(Cl)Cl (CHCl3), O (H2O). Conditions: temperature 0 celsius, time 2 hour. Yields the product OC(CCCCC)C1=CC=C(C=C1)N(C(C)=O)CC#CCCCC(=O)OC (Methyl 7-(N-(4-(1-hydroxyhexyl)phenyl)acetamido)hept-5-ynoate). Isolated yield 86.7%. RXN SMILES: ClC1C(=O)C(C#N)=C(C#N)C(=O)C=1Cl.COC1C=CC(C[O:22][CH:23]([C:29]2[CH:34]=[CH:33][C:32]([N:35]([CH2:39][C:40]#[C:41][CH2:42][CH2:43][CH2:44][C:45]([O:47][CH3:48])=[O:46])[C:36](=[O:38])[CH3:37])=[CH:31][CH:30]=2)[CH2:24][CH2:25][CH2:26][CH2:27][CH3:28])=CC=1>C(Cl)(Cl)Cl.O>[OH:22][CH:23]([C:29]1[CH:30]=[CH:31][C:32]([N:35]([CH2:39][C:40]#[C:41][CH2:42][CH2:43][CH2:44][C:45]([O:47][CH3:48])=[O:46])[C:36](=[O:38])[CH3:37])=[CH:33][CH:34]=1)[CH2:24][CH2:25][CH2:26][CH2:27][CH3:28]. Reported procedure: 4,5-Dichloro-3,6-dioxo-1,4-cyclohexadiene-1,2-dicarbonitrile (19 mg, 0.081 mmol) was added to a solution of the MPM-ether 104 (35 mg, 0.071 mmol) in CHCl3 (1.6 mL) and H2O (0.1 mL) at 0° C. After stirring for 2 h at 0° C. the reaction was quenched with sodium bicarbonate and extracted with EtOAc. The organic portion was washed with saturated aqueous sodium hydrogen sulfate and brine, then dried (MgSO4), filtered and concentrated in vacuo. The residue was purified by flash column chromatography (... The reactants are [N+](=O)(O)[O-] (nitric acid), BrC1=CC(=C(C=C1)O)C(C)(C)C (4-bromo-2-(tert-butyl)phenol), CCOCC (ether). Solvent: CCCCCC (hexane). Reaction conditions: time 2 hour. Product: BrC1=CC(=C(C(=C1)[N+](=O)[O-])O)C(C)(C)C (4-Bromo-2-(tert-butyl)-6-nitrophenol). Reaction SMILES: [N+:1]([O-:4])(O)=[O:2].[Br:5][C:6]1[CH:11]=[CH:10][C:9]([OH:12])=[C:8]([C:13]([CH3:16])([CH3:15])[CH3:14])[CH:7]=1.CCOCC>CCCCCC>[Br:5][C:6]1[CH:11]=[C:10]([N+:1]([O-:4])=[O:2])[C:9]([OH:12])=[C:8]([C:13]([CH3:16])([CH3:15])[CH3:14])[CH:7]=1. Reported procedure: Concentrated nitric acid (112 ml) was gradually added dropwise to a solution of 4-bromo-2-(tert-butyl)phenol (485 g) in hexane (3000 ml) while cooling on ice. After stirring for 2 hours at below 20° C., ether (2000 ml) was added and the reaction mixture was washed with water. The organic layer was dried over anhydrous magnesium sulfate and the solvent was distilled off under reduced pressure. Hexane was added to the residue and the precipitated crystals were filtered to yield the title compound ... Reactants: N, C1([C@@H]2C[C@@H]1C[C@@H]([C@H]2C)B)(C)C.C1([C@@H]2C[C@H]1C[C@@H]([C@H]2C)B)(C)C.C(CN(C)C)N(C)C, C1CN(C[C@@H](C1=O)O)S(=O)(=O)C. The reagents and catalysts are c1ccc(cc1)-c2c3ccccc3cc4ccccc24 (9-Phenylanthracene). Reaction conditions: temperature 25 celsius, time 18 hour. Yields the product CS(=O)(=O)N1CC[C@@H](N)[C@H](O)C1. RXN SMILES: [CH3:1][S:2]([N:5]1[CH2:11][C@H:9]([OH:10])[C:8](=O)[CH2:7][CH2:6]1)(=[O:4])=[O:3].[NH3:12].B[C@@H]1[C@@H](C)[C@@H](C(C)(C)[C@H]2C1)C2.B[C@@H]3[C@@H](C)[C@@H](C(C)(C)[C@H]4C3)C4.CN(CCN(C)C)C>>[CH3:1][S:2]([N:5]1[CH2:11][C@@H:9]([OH:10])[C@H:8]([NH2:12])[CH2:7][CH2:6]1)(=[O:4])=[O:3]. Starting materials: [OH-].[Ca+2].[OH-] (calcium hydroxide), CC1=C(SC2=C1C(NS2(=O)=O)=O)C (4,5-dimethyl-thieno[3,2-d]isothiazole-3-(2H)-one-1,1-dioxide). Solvent: O (water). The product is [Ca].CC1=C(SC2=C1C(NS2(=O)=O)=O)C (4,5-Dimethyl-thieno[3,2-d]isothiazole-3(2H)-one-1,1-dioxide calcium salt). RXN SMILES: [OH-].[Ca+2:2].[OH-].[CH3:4][C:5]1[C:9]2[C:10](=[O:15])[NH:11][S:12](=[O:14])(=[O:13])[C:8]=2[S:7][C:6]=1[CH3:16]>O>[Ca:2].[CH3:4][C:5]1[C:9]2[C:10](=[O:15])[NH:11][S:12](=[O:14])(=[O:13])[C:8]=2[S:7][C:6]=1[CH3:16] |f:0.1.2,5.6|. Procedure: 37 mgm (0.5 millimols) of calcium hydroxide and 217 mgm (1 millimol) of 4,5-dimethyl-thieno[3,2-d]isothiazole-3-(2H)-one-1,1-dioxide were added to 50 ml of boiling water. The virtually clear resulting solution was filtered and evaporated to 1 ml. 180 mg (76% of theory) of 4,5-dimethyl-thieno[3,2-d]-isothiazole-3(2H)-one-1,1-dioxide calcium salt crystallized out.